Dataset: the Open Reaction Database (ORD), a public repository of structured organic reaction records. Task: describe an organic reaction: reactants, conditions, products, and yield The reactants are BrC1=NNC2=CC=C(C=C12)C=O (3-bromo-1H-indazole-5-carbaldehyde), ClC1=CC(=C(CBr)C=C1)C(F)(F)F (4-chloro-2-(trifluoromethyl)benzyl bromide). Product: BrC1=NN(C2=CC=C(C=C12)C=O)CC1=C(C=C(C=C1)Cl)C(F)(F)F (3-Bromo-1-(4-chloro-2-trifluoromethylbenzyl)-1H-indazole-5-carbaldehyde). Reaction SMILES: [Br:1][C:2]1[C:10]2[C:5](=[CH:6][CH:7]=[C:8]([CH:11]=[O:12])[CH:9]=2)[NH:4][N:3]=1.[Cl:13][C:14]1[CH:21]=[CH:20][C:17]([CH2:18]Br)=[C:16]([C:22]([F:25])([F:24])[F:23])[CH:15]=1>>[Br:1][C:2]1[C:10]2[C:5](=[CH:6][CH:7]=[C:8]([CH:11]=[O:12])[CH:9]=2)[N:4]([CH2:18][C:17]2[CH:20]=[CH:21][C:14]([Cl:13])=[CH:15][C:16]=2[C:22]([F:24])([F:23])[F:25])[N:3]=1. Procedure details: 3-Bromo-1-(4-chloro-2-trifluoromethylbenzyl)-1H-indazole-5-carbaldehyde was prepared from 3-bromo-1H-indazole-5-carbaldehyde and 4-chloro-2-(trifluoromethyl)benzyl bromide following General Procedure A.